Dataset: the Open Reaction Database (ORD), a public repository of structured organic reaction records. Task: describe an organic reaction: reactants, conditions, products, and yield Reactants: Cl.N1C[C@H](CC1)NC(=O)C1=CNC2=C1N=CN=C2C2=C(C=CC=1OCOC12)OCC1CC1 (4-(5-cyclopropylmethoxy-benzo[1,3]dioxol-4-yl)-5H-pyrrolo[3,2-d]pyrimidine-7-carboxylic acid (S)-pyrrolidin-3-ylamide hydrochloride), ClC(=O)[C@H](C)OC(C)=O (acetic acid (S)-1-chlorocarbonyl-ethyl ester). Yields the product O[C@H](C(=O)N1C[C@H](CC1)NC(=O)C1=CNC2=C1N=CN=C2C2=C(C=CC=1OCOC12)OCC1CC1)C (4-(5-Cyclopropylmethoxy-benzo[1,3]dioxol-4-yl)-5H-pyrrolo[3,2-d]pyrimidine-7-carboxylic acid [(S)-1-((S)-2-hydroxy-propanoyl)-pyrrolidin-3-yl]amide). RXN SMILES: Cl.[NH:2]1[CH2:6][CH2:5][C@H:4]([NH:7][C:8]([C:10]2[C:14]3[N:15]=[CH:16][N:17]=[C:18]([C:19]4[C:27]5[O:26][CH2:25][O:24][C:23]=5[CH:22]=[CH:21][C:20]=4[O:28][CH2:29][CH:30]4[CH2:32][CH2:31]4)[C:13]=3[NH:12][CH:11]=2)=[O:9])[CH2:3]1.Cl[C:34]([C@@H:36]([O:38]C(=O)C)[CH3:37])=[O:35]>>[OH:38][C@@H:36]([CH3:37])[C:34]([N:2]1[CH2:6][CH2:5][C@H:4]([NH:7][C:8]([C:10]2[C:14]3[N:15]=[CH:16][N:17]=[C:18]([C:19]4[C:27]5[O:26][CH2:25][O:24][C:23]=5[CH:22]=[CH:21][C:20]=4[O:28][CH2:29][CH:30]4[CH2:32][CH2:31]4)[C:13]=3[NH:12][CH:11]=2)=[O:9])[CH2:3]1)=[O:35] |f:0.1|. Procedure details: Starting from 4-(5-cyclopropylmethoxy-benzo[1,3]dioxol-4-yl)-5H-pyrrolo[3,2-d]pyrimidine-7-carboxylic acid (S)-pyrrolidin-3-ylamide hydrochloride (example A143) and acetic acid (S)-1-chlorocarbonyl-ethyl ester the title compound is obtained as colorless solid.